describe an organic reaction: reactants, conditions, products, and yield From a dataset of the Open Reaction Database (ORD), a public repository of structured organic reaction records. The reactants are CC(=O)O, Oc1cc(O)nc(CF)n1, O, O=[N+]([O-])O. The product is O=[N+]([O-])c1c(O)nc(CF)nc1O. RXN SMILES: [CH3:5][C:6](=[O:7])[OH:8].[F:9][CH2:10][c:11]1[n:12][c:13]([OH:18])[cH:14][c:15]([OH:17])[n:16]1.[OH2:19].[OH:1][N+:2]([O-:3])=[O:4]>>[O-:1][N+:2](=[O:4])[c:14]1[c:13]([OH:18])[n:12][c:11]([CH2:10][F:9])[n:16][c:15]1[OH:17]. Starting materials: COC(=O)c1cc(C)ccc1Sc1ccccc1, Cl, C1CCOC1, c1ccccc1. Product: Cc1ccc(Sc2ccccc2)c(CO)c1. Reaction SMILES: [CH3:1][c:2]1[cH:3][c:4]([C:5](=[O:6])[O:7][CH3:8])[c:9]([S:12][c:13]2[cH:14][cH:15][cH:16][cH:17][cH:18]2)[cH:10][cH:11]1.[ClH:30].[O:19]1[CH2:20][CH2:21][CH2:22][CH2:23]1.[cH:24]1[cH:25][cH:26][cH:27][cH:28][cH:29]1>>[CH3:1][c:2]1[cH:3][c:4]([CH2:5][OH:6])[c:9]([S:12][c:13]2[cH:14][cH:15][cH:16][cH:17][cH:18]2)[cH:10][cH:11]1. The reactants are BrC1=NC=CC(=C1)OC (2-bromo-4-methoxypyridine), CC1=C(C=CC=C1)B(O)O (2-methylphenylboronic acid), aqueous solution, C([O-])([O-])=O.[Na+].[Na+] (sodium carbonate). The reagents and catalysts are [Pd].C1(=CC=CC=C1)P(C1=CC=CC=C1)C1=CC=CC=C1.C1(=CC=CC=C1)P(C1=CC=CC=C1)C1=CC=CC=C1.C1(=CC=CC=C1)P(C1=CC=CC=C1)C1=CC=CC=C1.C1(=CC=CC=C1)P(C1=CC=CC=C1)C1=CC=CC=C1 (tetrakis(triphenylphosphine)-palladium). Solvent: COCCOC (1,2-dimethoxyethane), C(C)(=O)OCC (ethyl acetate). Conditions: temperature 80 celsius, time 7 hour. Yields the product COC1=CC(=NC=C1)C1=C(C=CC=C1)C (2-(4-methoxypyridin-2-yl)toluene). The yield is 99.4%. As a reaction SMILES: Br[C:2]1[CH:7]=[C:6]([O:8][CH3:9])[CH:5]=[CH:4][N:3]=1.[CH3:10][C:11]1[CH:16]=[CH:15][CH:14]=[CH:13][C:12]=1B(O)O.C(=O)([O-])[O-].[Na+].[Na+]>COCCOC.C(OCC)(=O)C.[Pd].C1(P(C2C=CC=CC=2)C2C=CC=CC=2)C=CC=CC=1.C1(P(C2C=CC=CC=2)C2C=CC=CC=2)C=CC=CC=1.C1(P(C2C=CC=CC=2)C2C=CC=CC=2)C=CC=CC=1.C1(P(C2C=CC=CC=2)C2C=CC=CC=2)C=CC=CC=1>[CH3:9][O:8][C:6]1[CH:5]=[CH:4][N:3]=[C:2]([C:12]2[CH:13]=[CH:14][CH:15]=[CH:16][C:11]=2[CH3:10])[CH:7]=1 |f:2.3.4,7.8.9.10.11|. Reported procedure: To a suspension of 2-bromo-4-methoxypyridine (1.88 g), 2-methylphenylboronic acid (1.77 g) and tetrakis(triphenylphosphine)-palladium (578 mg) in 1,2-dimethoxyethane (30 ml) was added 2M aqueous solution of sodium carbonate (13 ml). The mixture was stirred at 80° C. for 7 hours under a nitrogen atmosphere, then cooled to room temperature and diluted with ethyl acetate. The organic layer was separated, washed with water and brine and dried over sodium sulfate. The solvent was evaporated under red... Reactants: NCCC=1N=CNC1 (4-(2-aminoethyl)imidazole), C1=2C(=O)OC(NC1=CC=CC2)=O (isatoic anhydride). Run in C(C)O (ethanol). Yields the product NC1=C(C(=O)NCCC=2N=CNC2)C=CC=C1 (2-Amino-N-[2-(1H-imidazol-4-yl)ethyl]benzamide). The yield is 14.3%. Reaction SMILES: [NH2:1][CH2:2][CH2:3][C:4]1[N:5]=[CH:6][NH:7][CH:8]=1.[C:9]12[C:15](=[CH:16][CH:17]=[CH:18][CH:19]=1)[NH:14]C(=O)O[C:10]2=[O:11]>C(O)C>[NH2:14][C:15]1[CH:16]=[CH:17][CH:18]=[CH:19][C:9]=1[C:10]([NH:1][CH2:2][CH2:3][C:4]1[N:5]=[CH:6][NH:7][CH:8]=1)=[O:11]. Procedure: The subtitled compound was prepared substantially in accordance with the method detailed in Example 6A using 5.55 g (0.05 mol) of 4-(2-aminoethyl)imidazole in 40 ml ethanol and 8.31 g (0.05 mol) of isatoic anhydride with the exception that after removing ethanol from the reaction solution the product was purified using column chromatography (500 ml dichloromethane; 2000 ml 9% methanol in dichloromethane, isocratic eluent). The fractions containing the desired product were combined and reduced to... Reactants: N,N′-Carbonyldiimidazole, COC1=CC(=C(C(=C1)C)S(=O)(=O)N1C(CCCC1)COCC(=O)O)C (2-((1-(4-methoxy-2,6-dimethylphenylsulfonyl)piperidin-2-yl)methoxy)acetic acid), N1(CCNCC1)CC=1C=C(C#N)C=CC1 (3-(piperazin-1-ylmethyl)benzonitrile), C(O)([O-])=O.[Na+] (sodium hydrogen carbonate), COC1=CC(=C(C(=C1)C)S(=O)(=O)N1C(CCCC1)COCC(=O)N1CCN(CC1)CC=1C=C(C#N)C=CC1)C (3-((4-(2-((1-(4-methoxy-2,6-dimethylphenylsulfonyl)piperidin-2-yl)methoxy)acetyl)piperazin-1-yl)methyl)benzonitrile), Cl[Si](C)(C)C (chlorotrimethylsilane). Run in ClCCl (dichloromethane), C(C)OCC (Diethyl ether), ClCCl (dichloromethane), C(C)C(=O)C (methyl ethyl ketone). Run at time 1 hour. Product: Cl.COC1=CC(=C(C(=C1)C)S(=O)(=O)N1C(CCCC1)COCC(=O)N1CCN(CC1)CC=1C=C(C#N)C=CC1)C (3-((4-(2-((1-(4-methoxy-2,6-dimethylphenylsulfonyl)piperidin-2-yl)-methoxy)acetyl)piperazin-1-yl)methyl)benzonitrile hydrochloride). RXN SMILES: COC1C=C(C)C(S(N2CCCCC2COCC(O)=O)(=O)=O)=C(C)C=1.N1(CC2C=C(C=CC=2)C#N)CCNCC1.C(=O)([O-])O.[Na+].[CH3:46][O:47][C:48]1[CH:53]=[C:52]([CH3:54])[C:51]([S:55]([N:58]2[CH2:63][CH2:62][CH2:61][CH2:60][CH:59]2[CH2:64][O:65][CH2:66][C:67]([N:69]2[CH2:74][CH2:73][N:72]([CH2:75][C:76]3[CH:77]=[C:78]([CH:81]=[CH:82][CH:83]=3)[C:79]#[N:80])[CH2:71][CH2:70]2)=[O:68])(=[O:57])=[O:56])=[C:50]([CH3:84])[CH:49]=1.[Cl:85][Si](C)(C)C>ClCCl.C(C(C)=O)C.C(OCC)C>[ClH:85].[CH3:46][O:47][C:48]1[CH:49]=[C:50]([CH3:84])[C:51]([S:55]([N:58]2[CH2:63][CH2:62][CH2:61][CH2:60][CH:59]2[CH2:64][O:65][CH2:66][C:67]([N:69]2[CH2:74][CH2:73][N:72]([CH2:75][C:76]3[CH:77]=[C:78]([CH:81]=[CH:82][CH:83]=3)[C:79]#[N:80])[CH2:71][CH2:70]2)=[O:68])(=[O:56])=[O:57])=[C:52]([CH3:54])[CH:53]=1 |f:2.3,9.10|. Procedure: N,N′-Carbonyldiimidazole (68 mg, 0.424 mmol) was added to a solution of 2-((1-(4-methoxy-2,6-dimethylphenylsulfonyl)piperidin-2-yl)methoxy)acetic acid (150 mg, 0.404 mmol) in dichloromethane (4 ml), and the mixture was stirred for 1 h at room temperature. A solution of 3-(piperazin-1-ylmethyl)benzonitrile (81 mg, 0.404 mmol) in dichloromethane (1 ml) was then added, and the reaction mixture was stirred for 15 h at room temperature. Saturated sodium hydrogen carbonate solution (5 ml) was then add... The solvent is CCOC(=O)C (EtOAc), CN(C)C=O (DMF). Product: FC1=C(C=C(C=C1)F)C1=CC(CNC1)C1=CC=CC=C1 (5-(2,5-difluorophenyl)-3-phenyl-1,2,3,6-tetrahydropyrdine). RXN SMILES: [F:1][C:2]1[CH:7]=[CH:6][C:5]([F:8])=[CH:4][C:3]=1[C:9]1[CH2:14][N:13](S(C2C=CC([N+]([O-])=O)=CC=2)(=O)=O)[CH2:12][CH:11]([C:27]2[CH:32]=[CH:31][CH:30]=[CH:29][CH:28]=2)[CH:10]=1.SCC(O)=O.O[Li].O>CN(C=O)C.CCOC(C)=O>[F:1][C:2]1[CH:7]=[CH:6][C:5]([F:8])=[CH:4][C:3]=1[C:9]1[CH2:14][NH:13][CH2:12][CH:11]([C:27]2[CH:32]=[CH:31][CH:30]=[CH:29][CH:28]=2)[CH:10]=1 |f:2.3|. Run at temperature 25 celsius, time 2 hour. Procedure: 5-(2,5-difluorophenyl)-1-[(4-nitrophenyl)sulfonyl]-3-phenyl-1,2,3,6-tetrahydropyridine (1-6, 140 mg, 0.31 mmol) was dissolved in DMF (2 mL) and treated sequentially with mercaptoacetic acid (113 mg, 1.2 mmol) and LiOH hydrate (140 mg, 2.4 mmol). The reaction stirred at 25° C. for 2 h until completion. The reaction was then diluted with EtOAc (20 mL), washed with H2O (3×100 mL) and NaCl (sat. aq.). The organic layer was dried (MgSO4), filtered and concentrated under reduced pressure. The resultin... The reactants are SCC(=O)O (mercaptoacetic acid), O[Li].O (LiOH hydrate), FC1=C(C=C(C=C1)F)C1=CC(CN(C1)S(=O)(=O)C1=CC=C(C=C1)[N+](=O)[O-])C1=CC=CC=C1 (5-(2,5-difluorophenyl)-1-[(4-nitrophenyl)sulfonyl]-3-phenyl-1,2,3,6-tetrahydropyridine).